describe an organic reaction: reactants, conditions, products, and yield From a dataset of the Open Reaction Database (ORD), a public repository of structured organic reaction records. Starting materials: ClC=1C(=NOC1N(C(=O)OCC(Cl)(Cl)Cl)C(=O)OCC(Cl)(Cl)Cl)C (bis(2,2,2-trichloroethyl) (4-chloro-3-methylisoxazol-5-yl)imidodicarbonate), C1(=CC=CC=C1)C1=NSC(=N1)N1CCNCC1 (1-(3-phenyl-1,2,4-thiadiazol-5-yl)piperazine), C(C)(C)N(CC)C(C)C (diisopropylethylamine), CS(=O)C (dimethylsulfoxide). The solvent is O (water). Yields the product ClC=1C(=NOC1NC(=O)N1CCN(CC1)C1=NC(=NS1)C1=CC=CC=C1)C (N-(4-Chloro-3-methylisoxazol-5-yl)-4-(3-phenyl-1,2,4-thiadiazol-5-yl)piperazine-1-carboxamide). As a reaction SMILES: [Cl:1][C:2]1[C:3]([CH3:24])=[N:4][O:5][C:6]=1[N:7]([C:16]([O:18]CC(Cl)(Cl)Cl)=O)C(OCC(Cl)(Cl)Cl)=O.[C:25]1([C:31]2[N:35]=[C:34]([N:36]3[CH2:41][CH2:40][NH:39][CH2:38][CH2:37]3)[S:33][N:32]=2)[CH:30]=[CH:29][CH:28]=[CH:27][CH:26]=1.C(N(C(C)C)CC)(C)C.CS(C)=O>O>[Cl:1][C:2]1[C:3]([CH3:24])=[N:4][O:5][C:6]=1[NH:7][C:16]([N:39]1[CH2:40][CH2:41][N:36]([C:34]2[S:33][N:32]=[C:31]([C:25]3[CH:30]=[CH:29][CH:28]=[CH:27][CH:26]=3)[N:35]=2)[CH2:37][CH2:38]1)=[O:18]. Procedure details: A solution of bis(2,2,2-trichloroethyl) (4-chloro-3-methylisoxazol-5-yl)imidodicarbonate (200 mg, 0.418 mmol), 1-(3-phenyl-1,2,4-thiadiazol-5-yl)piperazine (203 mg, 0.836 mmol), diisopropylethylamine (0.144 ml, 0.836 mmol) and dimethylsulfoxide (4 ml) was stirred at 70° C. for 12 hours, the reaction mixture was poured into water and the mixture was extracted with ethyl acetate. The extract was washed with water and dried over anhydrous magnesium sulfate. The solvent was distilled off under reduc... Reactants: O=C(CN1C(=O)C2(COc3cc(F)c(F)cc32)c2c(Br)cccc21)Nc1ccccc1F, C1COCCO1, CCOC(C)=O, [Na+], [Na+], O=C([O-])[O-], c1ccc(P(c2ccccc2)(c2ccccc2)[Pd](P(c2ccccc2)(c2ccccc2)c2ccccc2)(P(c2ccccc2)(c2ccccc2)c2ccccc2)P(c2ccccc2)(c2ccccc2)c2ccccc2)cc1, OB(O)c1cncnc1. Product: O=C(CN1C(=O)C2(COc3cc(F)c(F)cc32)c2c(-c3cncnc3)cccc21)Nc1ccccc1F. As a reaction SMILES: [Br:1][c:2]1[c:3]2[c:4]([cH:5][cH:6][cH:7]1)[N:8]([CH2:22][C:23](=[O:24])[NH:25][c:26]1[c:27]([F:32])[cH:28][cH:29][cH:30][cH:31]1)[C:9](=[O:21])[C:10]21[CH2:11][O:12][c:13]2[c:14]1[cH:15][c:16]([F:20])[c:17]([F:19])[cH:18]2.[CH2:48]1[O:49][CH2:50][CH2:51][O:52][CH2:53]1.[CH3:54][CH2:55][O:56][C:57](=[O:58])[CH3:59].[Na+:42].[Na+:43].[O-:44][C:45](=[O:46])[O-:47].[cH:60]1[cH:61][cH:62][c:63]([P:64]([Pd:65]([P:66]([c:67]2[cH:68][cH:69][cH:70][cH:71][cH:72]2)([c:73]2[cH:74][cH:75][cH:76][cH:77][cH:78]2)[c:79]2[cH:80][cH:81][cH:82][cH:83][cH:84]2)([P:85]([c:86]2[cH:87][cH:88][cH:89][cH:90][cH:91]2)([c:92]2[cH:93][cH:94][cH:95][cH:96][cH:97]2)[c:98]2[cH:99][cH:100][cH:101][cH:102][cH:103]2)[P:104]([c:105]2[cH:106][cH:107][cH:108][cH:109][cH:110]2)([c:111]2[cH:112][cH:113][cH:114][cH:115][cH:116]2)[c:117]2[cH:118][cH:119][cH:120][cH:121][cH:122]2)([c:123]2[cH:124][cH:125][cH:126][cH:127][cH:128]2)[c:129]2[cH:130][cH:131][cH:132][cH:133][cH:134]2)[cH:135][cH:136]1.[n:33]1[cH:34][n:35][cH:36][c:37]([B:39]([OH:40])[OH:41])[cH:38]1>>[c:2]1(-[c:37]2[cH:36][n:35][cH:34][n:33][cH:38]2)[c:3]2[c:4]([cH:5][cH:6][cH:7]1)[N:8]([CH2:22][C:23](=[O:24])[NH:25][c:26]1[c:27]([F:32])[cH:28][cH:29][cH:30][cH:31]1)[C:9](=[O:21])[C:10]21[CH2:11][O:12][c:13]2[c:14]1[cH:15][c:16]([F:20])[c:17]([F:19])[cH:18]2.